This data is from the Open Reaction Database (ORD), a public repository of structured organic reaction records. The task is: describe an organic reaction: reactants, conditions, products, and yield Solvent: C(Cl)Cl (DCM), C(Cl)Cl (DCM). Reaction conditions: time 30 minute. Reactants: TEA, C(#N)C=1C=CC(=NC1)CCNCCNC(OC(C)(C)C)=O (tert-Butyl (2-{[2-(5-cyanopyridin-2-yl)ethyl]amino}ethyl)carbamate), ClCC(=O)Cl (chloroacetyl chloride), solid, C(=O)(C(F)(F)F)O (TFA). Procedure: TEA (1 eq) was added dropwise to a solution of tert-Butyl (2-{[2-(5-cyanopyridin-2-yl)ethyl]amino}ethyl)carbamate (1 eq) and chloroacetyl chloride (1 eq) in 200 mL of DCM at 0° C. The mixture was stirred at room temperature for 30 minutes and washed with water and brine, dried over anhydrous Na2SO4 and condensed under vacuum. The resulting solid (1.0 g, 2.7 mmol) was added to the mixture of 10 mL TFA and 10 mL of DCM and stirred at RT for 1 hour then concentrated by vacuum. The residue was re-di... Yields the product O=C1N(CCNC1)CCC1=CC=C(C=N1)C#N (6-[2-(2-Oxopiperazin-1-yl)ethyl]pyridine-3-carbonitrile). RXN SMILES: [C:1]([C:3]1[CH:4]=[CH:5][C:6]([CH2:9][CH2:10][NH:11][CH2:12][CH2:13][NH:14][C:15](=O)OC(C)(C)C)=[N:7][CH:8]=1)#[N:2].ClC[C:24](Cl)=[O:25].C(O)(C(F)(F)F)=O>C(Cl)Cl>[O:25]=[C:24]1[CH2:15][NH:14][CH2:13][CH2:12][N:11]1[CH2:10][CH2:9][C:6]1[N:7]=[CH:8][C:3]([C:1]#[N:2])=[CH:4][CH:5]=1.